From a dataset of the Open Reaction Database (ORD), a public repository of structured organic reaction records. describe an organic reaction: reactants, conditions, products, and yield Starting materials: BrC=1C=C(C=O)C=CC1 (3-bromobenzaldehyde), C1(=CC=CC=C1)C#CCCCCC#C (1-phenylocta-1,7-diyne). The product is C1(=CC=CC=C1)C#CCCCCC#CC=1C=C(C=O)C=CC1 (3-(8-phenyl-1,7-octadiynyl)benzaldehyde). Reaction SMILES: Br[C:2]1[CH:3]=[C:4]([CH:7]=[CH:8][CH:9]=1)[CH:5]=[O:6].[C:10]1([C:16]#[C:17][CH2:18][CH2:19][CH2:20][CH2:21][C:22]#[CH:23])[CH:15]=[CH:14][CH:13]=[CH:12][CH:11]=1>>[C:10]1([C:16]#[C:17][CH2:18][CH2:19][CH2:20][CH2:21][C:22]#[C:23][C:2]2[CH:3]=[C:4]([CH:7]=[CH:8][CH:9]=2)[CH:5]=[O:6])[CH:15]=[CH:14][CH:13]=[CH:12][CH:11]=1. Procedure: Similarly, following the procedure of Example 7(b), 3-bromobenzaldehyde was reacted with 1-phenylocta-1,7-diyne to yield 3-(8-phenyl-1,7-octadiynyl)benzaldehyde which was reduced to 3-(8-phenyloctyl)benzaldehyde and the latter was reacted as described in Example 35(a), (b) and (c) to give 3-(2-carboxyethylthio)-3-[3-(8-phenyloctyl)phenyl]-2-hydroxypropanoic acid, dipotassium salt, hydrate as a mixture of isomers, -log KB value 6.2. The reactants are CC1=C(OC2C(CN(CC2)C(=O)OCC2=CC=CC=C2)=O)C=CC=C1C (benzyl 4-(2,3-dimethylphenoxy)-3-oxopiperidine-1-carboxylate), CCC([BH-](C(CC)C)C(CC)C)C.[K+] (K-selectride). Solvent: O1CCCC1 (tetrahydrofuran). Reaction conditions: time 18 hour. The product is CC1=C(O[C@@H]2[C@@H](CN(CC2)C(=O)OCC2=CC=CC=C2)O)C=CC=C1C (cis-benzyl 4-(2,3-dimethylphenoxy)-3-hydroxypiperidine-1-carboxylate). Yield: 50.3%. As a reaction SMILES: [CH3:1][C:2]1[C:25]([CH3:26])=[CH:24][CH:23]=[CH:22][C:3]=1[O:4][CH:5]1[CH2:10][CH2:9][N:8]([C:11]([O:13][CH2:14][C:15]2[CH:20]=[CH:19][CH:18]=[CH:17][CH:16]=2)=[O:12])[CH2:7][C:6]1=[O:21].CCC(C)[BH-](C(C)CC)C(C)CC.[K+]>O1CCCC1>[CH3:1][C:2]1[C:25]([CH3:26])=[CH:24][CH:23]=[CH:22][C:3]=1[O:4][C@H:5]1[CH2:10][CH2:9][N:8]([C:11]([O:13][CH2:14][C:15]2[CH:20]=[CH:19][CH:18]=[CH:17][CH:16]=2)=[O:12])[CH2:7][C@H:6]1[OH:21] |f:1.2|. Procedure: A solution of benzyl 4-(2,3-dimethylphenoxy)-3-oxopiperidine-1-carboxylate (10.0 g, 28.0 mmol) in tetrahydrofuran (60 ml) was treated at room temperature with K-selectride (1.0M in tetrahydrofuran, 56 ml, 56.0 mmol). On completion of addition the mixture was stirred at room temperature for 18 h. The mixture was concentrated to dryness in vacuo and diluted carefully by addition of ice-water (100 ml). Extraction with dichloromethane (2×200 ml) was followed by washing the combined organics with aqu...